From a dataset of the Open Reaction Database (ORD), a public repository of structured organic reaction records. describe an organic reaction: reactants, conditions, products, and yield The reactants are BrC=1C=C2CC(C(NC2=NC1)=O)C(=O)OC (methyl 6-bromo-2-oxo-1,2,3,4-tetrahydro-1,8-naphthyridine-3-carboxylate), C1(=C(C=CC=C1)P(C1=C(C=CC=C1)C)C1=C(C=CC=C1)C)C (tri(o-tolyl)phosphine), C(CC)#N (proprionitrile), CCN(C(C)C)C(C)C (DIPEA), C(C=C)(=O)OC(C)(C)C (tert-butyl acrylate), C1(=C(C=CC=C1)P(C1=C(C=CC=C1)C)C1=C(C=CC=C1)C)C (tri(o-tolyl)phosphine). The reagents and catalysts are C(C)(=O)[O-].[Pd+2].C(C)(=O)[O-] (palladium acetate), C(C)(=O)[O-].[Pd+2].C(C)(=O)[O-] (palladium acetate). Run in CN(C)C=O (DMF). Conditions: temperature 100 celsius, time 8 hour. Product: C(C)(C)(C)OC(/C=C/C=1C=C2CC(C(NC2=NC1)=O)C(=O)OC)=O (Methyl 6-[(1E)-3-tert-butoxy-3-oxoprop-1-en-1-yl]-2-oxo-1,2,3,4-tetrahydro-1,8-naphthyridine-3-carboxylate). Isolated yield 32.6%. As a reaction SMILES: Br[C:2]1[CH:3]=[C:4]2[C:9](=[N:10][CH:11]=1)[NH:8][C:7](=[O:12])[CH:6]([C:13]([O:15][CH3:16])=[O:14])[CH2:5]2.C(#N)CC.CCN(C(C)C)C(C)C.[C:30]([O:34][C:35]([CH3:38])([CH3:37])[CH3:36])(=[O:33])[CH:31]=[CH2:32].C1(C)C=CC=CC=1P(C1C=CC=CC=1C)C1C=CC=CC=1C>CN(C=O)C.C([O-])(=O)C.[Pd+2].C([O-])(=O)C>[C:35]([O:34][C:30](=[O:33])/[CH:31]=[CH:32]/[C:2]1[CH:3]=[C:4]2[C:9](=[N:10][CH:11]=1)[NH:8][C:7](=[O:12])[CH:6]([C:13]([O:15][CH3:16])=[O:14])[CH2:5]2)([CH3:38])([CH3:37])[CH3:36] |f:6.7.8|. Procedure details: To a suspension of methyl 6-bromo-2-oxo-1,2,3,4-tetrahydro-1,8-naphthyridine-3-carboxylate (300 mg, 1.06 mmol), prepared as in J. Med. Chem. 2003, 46, 9, 1627-1635, in DMF (1 mL) and proprionitrile (3.5 mL) under Argon were added DIPEA (175 μL, 2.271 mmol), tert-butyl acrylate (615 mL, 4.24 mmol), tri(o-tolyl)phosphine (64 mg, 0.21 mmol) and palladium acetate (48 mg, 0.21 mmol). The mixture was stirred at 100° C. overnight. LCMS analysis showed that some unreacted starting material was remaining... Starting materials: C[N+]1([O-])CCOCC1, CCC[N+](CCC)(CCC)CCC, CCOc1c(C(CC)=C(F)CO)cc2c(c1Cl)C(C)(C)CC=C2C(C)C, ClCCl, O=[Ru](=O)(=O)[O-]. Yields the product CCOc1c(C(CC)=C(F)C=O)cc2c(c1Cl)C(C)(C)CC=C2C(C)C. Reaction SMILES: [CH3:27][N+:28]1([O-:29])[CH2:30][CH2:31][O:32][CH2:33][CH2:34]1.[CH3:43][CH2:44][CH2:45][N+:46]([CH2:47][CH2:48][CH3:49])([CH2:50][CH2:51][CH3:52])[CH2:53][CH2:54][CH3:55].[Cl:1][c:2]1[c:3]([O:24][CH2:25][CH3:26])[c:4]([C:17](=[C:18]([CH2:19][OH:20])[F:21])[CH2:22][CH3:23])[cH:5][c:6]2[c:11]1[C:10]([CH3:12])([CH3:13])[CH2:9][CH:8]=[C:7]2[CH:14]([CH3:15])[CH3:16].[Cl:35][CH2:36][Cl:37].[O-:38][Ru:39](=[O:40])(=[O:41])=[O:42]>>[Cl:1][c:2]1[c:3]([O:24][CH2:25][CH3:26])[c:4]([C:17](=[C:18]([CH:19]=[O:20])[F:21])[CH2:22][CH3:23])[cH:5][c:6]2[c:11]1[C:10]([CH3:12])([CH3:13])[CH2:9][CH:8]=[C:7]2[CH:14]([CH3:15])[CH3:16]. The reactants are C1(=CC=CC=C1)N1C(=NC2=C1C=CC=C2)C2=CC=C(C=C2)OC (1-phenyl-2-(4-methoxyphenyl)benzimidazole). Solvent: Br (hydrobromic acid), C(C)(=O)O (acetic acid). The product is C1(=CC=CC=C1)N1C(=NC2=C1C=CC=C2)C2=CC=C(C=C2)O (1-phenyl-2-(4-hydroxyphenyl)benzimidazole). The yield is 43.7%. As a reaction SMILES: [C:1]1([N:7]2[C:11]3[CH:12]=[CH:13][CH:14]=[CH:15][C:10]=3[N:9]=[C:8]2[C:16]2[CH:21]=[CH:20][C:19]([O:22]C)=[CH:18][CH:17]=2)[CH:6]=[CH:5][CH:4]=[CH:3][CH:2]=1>Br.C(O)(=O)C>[C:1]1([N:7]2[C:11]3[CH:12]=[CH:13][CH:14]=[CH:15][C:10]=3[N:9]=[C:8]2[C:16]2[CH:17]=[CH:18][C:19]([OH:22])=[CH:20][CH:21]=2)[CH:6]=[CH:5][CH:4]=[CH:3][CH:2]=1. Procedure details: A solution of 1-phenyl-2-(4-methoxyphenyl)benzimidazole(0.60 g, 2.0 mmol) in hydrobromic acid (6 ml) and acetic acid (6 ml) was refluxed for 40 hours. The reaction mixture was extracted with diethyl ether (5×150 ml) at a pH of 3-5. The organic solvents were discarded. The aqueous phase was alkalinized to pH 8-9 and extracted with ethyl acetate (5×150 ml). The organic fractions were combined and dried over potassium carbonate, then filtered and the solvents were removed in vacuo to yield a white ... The reactants are CN\1C2=CC=CC=C2S/C1=N\N.C=O (MBTH formaldehyde), Cl.CN1C(SC2=C1C=CC=C2)=NN (3-Methyl-2-benzothiazolinone hydrazone hydrochloride). Run in O (water), O (water). Yields the product CC(=N/N=C\1/N(C2=CC=CC=C2S1)C)C (3-methyl-2-benzothiazolinone acetone azine). Reaction SMILES: [CH3:1][N:2]1[C:3]2[C:8]([S:9]/[C:10]/1=[N:11]\[NH2:12])=[CH:7][CH:6]=[CH:5][CH:4]=2.C=O.Cl.CN1[C:21]2C=CC=[CH:25][C:20]=2SC1=NN>O>[CH3:21][C:20]([CH3:25])=[N:12]/[N:11]=[C:10]1/[N:2]([CH3:1])[C:3]2[C:8]([S:9]/1)=[CH:7][CH:6]=[CH:5][CH:4]=2 |f:0.1,2.3|. Reported procedure: All reagents were the purest commercially available grade and deionized water was used throughout the preparation. The synthesis was a modification of the Hunig and Fritsch method for the preparation of MBTH-formaldehyde condensation product (Liebigs, Ann. Chem., 1957, 609, 172). 3-Methyl-2-benzothiazolinone hydrazone hydrochloride (Aldrich), 4.0 g, was dissolved in 200 mL of water with stirring and the free base precipitated by the addition of 10 mL of concentrated ammonium hydroxide solution. ... Starting materials: COC1=CC=C(CN2C(=NC=C2)S)C=C1 (1-(4-methoxybenzyl)-2-mercaptoimidazole). The reagents and catalysts are [Ni] (Raney® nickel). Solvent: C(C)O (ethanol). Product: COC1=CC=C(CN2C=NC=C2)C=C1 (1-(4-methoxybenzyl)imidazole). As a reaction SMILES: [CH3:1][O:2][C:3]1[CH:15]=[CH:14][C:6]([CH2:7][N:8]2[CH:12]=[CH:11][N:10]=[C:9]2S)=[CH:5][CH:4]=1>C(O)C.[Ni]>[CH3:1][O:2][C:3]1[CH:4]=[CH:5][C:6]([CH2:7][N:8]2[CH:12]=[CH:11][N:10]=[CH:9]2)=[CH:14][CH:15]=1. Reported procedure: A mixture of 15.0 g (0.068 mole) of 1-(4-methoxybenzyl)-2-mercaptoimidazole and 80 g of Raney® nickel in 800 ml of ethanol was refluxed for 4 hr. The nickel was filtered off and the filtrate was evaporated. The residue was dissolved in 100 ml of 1N HCl and this solution was washed with diethyl ether. The aqueous layer was basified with NaHCO3 and extracted with ethyl acetate. The extracts were dried (K2CO3) and filtered and the solvent was evaporated, to give 1-(4-methoxybenzyl)imidazole as an o... Reactants: nmr(CDCl3), one, FC(C(CCC1=CC=C(C=C1)O)=O)(F)F (1,1,1-trifluoro-4-(4-hydroxyphenyl)-2-butanone), P(=O)(OCC)(OCC)Cl (diethyl chlorophosphate), N1=CC=CC=C1 (pyridine), ClCCl (dichloromethane). Run in CCCCCC (hexane), C(C)(=O)OCC (ethyl acetate). Reaction conditions: time 8 hour. Product: P(=O)(OCC)(OCC)OC1=CC=C(C=C1)CCC(C(F)(F)F)=O (Diethyl [4-(3-oxo-4,4,4-trifluorobutyl)phenyl] phosphate). Isolated yield 92.4%. Reaction SMILES: [F:1][C:2]([F:15])([F:14])[C:3](=[O:13])[CH2:4][CH2:5][C:6]1[CH:11]=[CH:10][C:9]([OH:12])=[CH:8][CH:7]=1.[P:16](Cl)([O:21][CH2:22][CH3:23])([O:18][CH2:19][CH3:20])=[O:17].N1C=CC=CC=1.ClCCl>CCCCCC.C(OCC)(=O)C>[P:16]([O:12][C:9]1[CH:10]=[CH:11][C:6]([CH2:5][CH2:4][C:3](=[O:13])[C:2]([F:14])([F:15])[F:1])=[CH:7][CH:8]=1)([O:21][CH2:22][CH3:23])([O:18][CH2:19][CH3:20])=[O:17]. Procedure: A 10 mL one neck round bottom flask, fitted with argon inlet and magnetic stirrer was placed in an ice bath and charged with 400 mg(1.8 mM) of 1,1,1-trifluoro-4-(4-hydroxyphenyl)-2-butanone, 400 mg(2.4 mM) of diethyl chlorophosphate, 0.15 mL of dry pyridine and 5 mL of dichloromethane at 5° C. The mixture was stirred overnight at ambient temperature, filtered to remove pyridine HCl, extracted with 0.2N HCl, extracted with water, and dried (anhydrous MgSO4). Solvent removal under reduced pressure... The reactants are S(C)(=O)(=O)[O-] (mesylate), C(C)(C)(C)OC(=O)N1[C@@H](C[C@@H](C1)OS(=O)(=O)C)C(NC1(CC1)C#N)=O ((2S,4S)-2-(1-cyano-cyclopropylcarbamoyl)-4-methanesulfonyloxy-pyrrolidine-1-carboxylic acid t-butyl ester), FC(OC1=C(C=CC=C1)S)(F)F (2-trifluoromethoxy-benzenethiol). Yields the product C(C)(C)(C)OC(=O)N1[C@@H](C[C@H](C1)SC1=C(C=CC=C1)OC(F)(F)F)C(NC1(CC1)C#N)=O ((2S,4R)-2-(1-cyano-cyclopropylcarbamoyl)-4-(2-trifluoromethoxy-phenylsulfanyl)-pyrrolidine-1-carboxylic acid t-butyl ester). Reaction SMILES: S([O-])(=O)(=O)C.[C:6]([O:10][C:11]([N:13]1[CH2:17][C@@H:16](OS(C)(=O)=O)[CH2:15][C@H:14]1[C:23](=[O:30])[NH:24][C:25]1([C:28]#[N:29])[CH2:27][CH2:26]1)=[O:12])([CH3:9])([CH3:8])[CH3:7].[F:31][C:32]([F:42])([F:41])[O:33][C:34]1[CH:39]=[CH:38][CH:37]=[CH:36][C:35]=1[SH:40]>>[C:6]([O:10][C:11]([N:13]1[CH2:17][C@H:16]([S:40][C:35]2[CH:36]=[CH:37][CH:38]=[CH:39][C:34]=2[O:33][C:32]([F:31])([F:42])[F:41])[CH2:15][C@H:14]1[C:23](=[O:30])[NH:24][C:25]1([C:28]#[N:29])[CH2:26][CH2:27]1)=[O:12])([CH3:9])([CH3:8])[CH3:7]. Procedure: The reaction of the mesylate from experiment A2 with 2-trifluoromethoxy-benzenethiol yielded (2S,4R)-2-(1-cyano-cyclopropylcarbamoyl)-4-(2-trifluoromethoxy-phenylsulfanyl)-pyrrolidine-1-carboxylic acid t-butyl ester as a colorless foam. MS: 470.3 [M−H]−.